Dataset: the Open Reaction Database (ORD), a public repository of structured organic reaction records. Task: describe an organic reaction: reactants, conditions, products, and yield Starting materials: C1(=CC=CC=C1)C(O)(C1CCNCC1)C1=CC=CC=C1 (alpha,alpha-diphenyl-4-piperidinemethanol), BrCCN1C(NC2=C1C=CC=C2)=O (1-(1-bromo-2-ethyl)-2-benzimidazolone), C([O-])([O-])=O.[Na+].[Na+] (sodium carbonate), [I-].[Na+] (sodium iodide). The solvent is C(C(C)C)C(=O)C (methyl isobutyl ketone). Yields the product OC(C1CCN(CC1)CCN1C(NC2=C1C=CC=C2)=O)(C2=CC=CC=C2)C2=CC=CC=C2 (1-[2-[4-(Hydroxydiphenylmethyl)-1-piperidinyl]-ethyl]-1,3-dihydro-2(2H)-benzimidazolone). As a reaction SMILES: [C:1]1([C:7]([C:15]2[CH:20]=[CH:19][CH:18]=[CH:17][CH:16]=2)([CH:9]2[CH2:14][CH2:13][NH:12][CH2:11][CH2:10]2)[OH:8])[CH:6]=[CH:5][CH:4]=[CH:3][CH:2]=1.Br[CH2:22][CH2:23][N:24]1[C:28]2[CH:29]=[CH:30][CH:31]=[CH:32][C:27]=2[NH:26][C:25]1=[O:33].C(=O)([O-])[O-].[Na+].[Na+].[I-].[Na+]>C(C(C)=O)C(C)C>[OH:8][C:7]([C:15]1[CH:20]=[CH:19][CH:18]=[CH:17][CH:16]=1)([C:1]1[CH:2]=[CH:3][CH:4]=[CH:5][CH:6]=1)[CH:9]1[CH2:14][CH2:13][N:12]([CH2:22][CH2:23][N:24]2[C:28]3[CH:29]=[CH:30][CH:31]=[CH:32][C:27]=3[NH:26][C:25]2=[O:33])[CH2:11][CH2:10]1 |f:2.3.4,5.6|. Procedure details: A mixture of 2.7 g (0.01 mole) of alpha,alpha-diphenyl-4-piperidinemethanol, 2.4 g (0.01 mole) of 1-(1-bromo-2-ethyl)-2-benzimidazolone, 1.2 g of sodium carbonate (Na2CO3), and a crystal of sodium iodide in 75 ml of methyl isobutyl ketone is heated at reflux temperature for 18 h. The reactants are FC1=CC=2C(=NC=3N(C=C(C(C3C2)=O)C(=O)O)CC)C=C1F (7,8-difluoro-1-ethyl-4-oxo-1,4-dihydrobenzo[b][1,8]-naphthyridine-3-carboxylic acid), CS(=O)(=O)O.CS(=O)(=O)O.NC1(CNC1)C (3-amino-3-methylazetidine dimethanesulphonate). The product is NC1(CN(C1)C=1C(=CC=2C(=NC=3N(C=C(C(C3C2)=O)C(=O)O)CC)C1)F)C (8-(3-Amino-3-methyl-1-azetidinyl)-1-ethyl-7-fluoro-4-oxo-1,4-dihydrobenzo[b][1,8]naphthyridine-3-carboxylic acid). Isolated yield 78.4%. Reaction SMILES: [F:1][C:2]1[C:21](F)=[CH:20][C:5]2=[N:6][C:7]3[N:8]([CH2:18][CH3:19])[CH:9]=[C:10]([C:15]([OH:17])=[O:16])[C:11](=[O:14])[C:12]=3[CH:13]=[C:4]2[CH:3]=1.CS(O)(=O)=O.CS(O)(=O)=O.[NH2:33][C:34]1([CH3:38])[CH2:37][NH:36][CH2:35]1>>[NH2:33][C:34]1([CH3:38])[CH2:37][N:36]([C:21]2[C:2]([F:1])=[CH:3][C:4]3[C:5]([CH:20]=2)=[N:6][C:7]2[N:8]([CH2:18][CH3:19])[CH:9]=[C:10]([C:15]([OH:17])=[O:16])[C:11](=[O:14])[C:12]=2[CH:13]=3)[CH2:35]1 |f:1.2.3|. Procedure: 8-(3-Amino-3-methyl-1-azetidinyl)-1-ethyl-7-fluoro-4-oxo-1,4-dihydrobenzo[b][1,8]naphthyridine-3-carboxylic acid was prepared under the conditions described in Example 15, but starting with 1.52 g of 7,8-difluoro-1-ethyl-4-oxo-1,4-dihydrobenzo[b][1,8]-naphthyridine-3-carboxylic acid and 2.22 g of 3-amino-3-methylazetidine dimethanesulphonate, for 72 hours at approximately 20° C. and then 1 and a half hours at a temperature in the region of 90° C. The insoluble matter in the reaction mixture is d... Reactants: O=C([O-])[O-], CC#N, CCOC(=O)c1cn(C2CC2)c2c(F)c(F)c(F)c(F)c2c1=O, [K+], [K+], NCc1ccccc1. Yields the product CCOC(=O)c1cn(C2CC2)c2c(F)c(F)c(F)c(NCc3ccccc3)c2c1=O. RXN SMILES: [C:32](=[O:33])([O-:34])[O-:35].[CH3:38][C:39]#[N:40].[CH:1]1([n:4]2[cH:5][c:6]([C:19](=[O:20])[O:21][CH2:22][CH3:23])[c:7](=[O:18])[c:8]3[c:9]([F:17])[c:10]([F:16])[c:11]([F:15])[c:12]([F:14])[c:13]23)[CH2:2][CH2:3]1.[K+:36].[K+:37].[NH2:24][CH2:25][c:26]1[cH:27][cH:28][cH:29][cH:30][cH:31]1>>[CH:1]1([n:4]2[cH:5][c:6]([C:19](=[O:20])[O:21][CH2:22][CH3:23])[c:7](=[O:18])[c:8]3[c:9]([NH:24][CH2:25][c:26]4[cH:27][cH:28][cH:29][cH:30][cH:31]4)[c:10]([F:16])[c:11]([F:15])[c:12]([F:14])[c:13]23)[CH2:2][CH2:3]1. Starting materials: BrC1=C(C(=O)O)C=C(C(=C1)C)Br (2,5-dibromo-4-methylbenzoic acid), S(O)(O)(=O)=O (sulfuric acid), C(C)(=O)OCC (ethyl acetate). Run in CO (methanol). Product: BrC1=C(C(=O)OC)C=C(C(=C1)C)Br (methyl 2,5-dibromo-4-methylbenzoate). Reaction SMILES: [Br:1][C:2]1[CH:10]=[C:9]([CH3:11])[C:8]([Br:12])=[CH:7][C:3]=1[C:4]([OH:6])=[O:5].S(=O)(=O)(O)O.[C:18](OCC)(=O)C>CO>[Br:1][C:2]1[CH:10]=[C:9]([CH3:11])[C:8]([Br:12])=[CH:7][C:3]=1[C:4]([O:6][CH3:18])=[O:5]. Reported procedure: To a solution of 2,5-dibromo-4-methylbenzoic acid 5.88 g, 20 mmol) in 50 mL of methanol was added 0.2 mL of concentrated sulfuric acid. The resulting solution was refluxed for 24 hours. Evaporation of the solvent gave a residue, which was redissolved into 100 mL of ethyl acetate. The organic layer was washed with saturated sodium biocarbonate solution, water and brine. The resulting organic layer was dried over sodium sulfate. Filtration off sodium sulfate and evaporation of the solvent gave met... The reagents and catalysts are C1(C=CC=C1)[Ti](C)(C)C1C=CC=C1 (bis(cyclopentadienyl)dimethyltitanium). As a reaction SMILES: [CH2:1]([N:8]1[CH2:12][CH2:11][C:10]2([CH2:17][CH2:16][CH2:15][N:14]([C:18]([O:20][C:21]([CH3:24])([CH3:23])[CH3:22])=[O:19])[C:13]2=O)[CH2:9]1)[C:2]1[CH:7]=[CH:6][CH:5]=[CH:4][CH:3]=1.[C:26]1(C)C=CC=CC=1>N1C=CC=CC=1.C1([Ti](C2C=CC=C2)(C)C)C=CC=C1>[CH2:1]([N:8]1[CH2:12][CH2:11][C:10]2([CH2:17][CH2:16][CH2:15][N:14]([C:18]([O:20][C:21]([CH3:24])([CH3:23])[CH3:22])=[O:19])[C:13]2=[CH2:26])[CH2:9]1)[C:2]1[CH:7]=[CH:6][CH:5]=[CH:4][CH:3]=1. Yields the product C(C1=CC=CC=C1)N1CC2(CC1)C(N(CCC2)C(=O)OC(C)(C)C)=C (tert-Butyl 2-benzyl-6-methylene-2,7-diazaspiro[4,5]decane-7-carboxylate). Run in N1=CC=CC=C1 (pyridine). Conditions: temperature 70 celsius. The reactants are C(C1=CC=CC=C1)N1CC2(CC1)C(N(CCC2)C(=O)OC(C)(C)C)=O (tert-butyl 2-benzyl-6-oxo-2,7-diazaspiro[4.5]decane-7-carboxylate), C1(=CC=CC=C1)C (toluene). Procedure: 8.7 mmol of tert-butyl 2-benzyl-6-oxo-2,7-diazaspiro[4.5]decane-7-carboxylate are dissolved in a mixture of 75 ml of toluene and 0.75 ml of pyridine. The solution is admixed with 10.0 mmol of bis(cyclopentadienyl)dimethyltitanium [1271-66-5] and heated at 70° C. for 20 hours. The reaction solution is evaporated and the residue is taken up in pentane. The mixture is filtered over Hyflo and the filtrate is evaporated. From the residue the title compound is identified by means of flash chromatograp... Starting materials: O1CCN(CC1)C1=CC(=C2N=CC=NC2=C1)O[C@H]1CC[C@H](CC1)N ((cis) 4-(7-morpholinoquinoxalin-5-yl)oxycyclohexanamine), CS(=O)(=O)C1=NC=CC=N1 (2-methylsulfonylpyrimidine), CCN(C(C)C)C(C)C (DIEA). Run at temperature 100 celsius. The product is O1CCN(CC1)C1=CC(=C2N=CC=NC2=C1)O[C@H]1CC[C@H](CC1)NC1=NC=CC=N1 (N-((cis)-4-((7-morpholinoquinoxalin-5-yl)oxy)cyclohexyl)pyrimidin-2-amine). Reaction SMILES: [O:1]1[CH2:6][CH2:5][N:4]([C:7]2[CH:16]=[C:15]3[C:10]([N:11]=[CH:12][CH:13]=[N:14]3)=[C:9]([O:17][C@@H:18]3[CH2:23][CH2:22][C@H:21]([NH2:24])[CH2:20][CH2:19]3)[CH:8]=2)[CH2:3][CH2:2]1.CS([C:29]1[N:34]=[CH:33][CH:32]=[CH:31][N:30]=1)(=O)=O.CCN(C(C)C)C(C)C>>[O:1]1[CH2:6][CH2:5][N:4]([C:7]2[CH:16]=[C:15]3[C:10]([N:11]=[CH:12][CH:13]=[N:14]3)=[C:9]([O:17][C@@H:18]3[CH2:23][CH2:22][C@H:21]([NH:24][C:29]4[N:34]=[CH:33][CH:32]=[CH:31][N:30]=4)[CH2:20][CH2:19]3)[CH:8]=2)[CH2:3][CH2:2]1. Procedure details: As shown in step 9-iv of Scheme 9, to a solution so (cis) 4-(7-morpholinoquinoxalin-5-yl)oxycyclohexanamine (415 mg, 1.264 mmol) and 2-methylsulfonylpyrimidine (400 mg, 2.53 mmol) was added DIEA (490 mg, 661 μL, 3.79 mmol) and the reaction mixture was sealed in a vessel and heated to 100° C. for 16 hours. After this time, the volatiles were removed under a stream of nitrogen gas and the crude residue dissolved in minimal amount of DCM. Purification by medium pressure silica gel chromatography (0... Reactants: NC1(c2ccc(Br)cc2)CC2(C1)OCCO2, ClC(Cl)Cl, CCOC(=O)N1C(=O)c2ccccc2C1=O. Product: O=C1c2ccccc2C(=O)N1C1(c2ccc(Br)cc2)CC2(C1)OCCO2. Reaction SMILES: [Br:1][c:2]1[cH:3][cH:4][c:5]([C:8]2([NH2:16])[CH2:9][C:10]3([CH2:11]2)[O:12][CH2:13][CH2:14][O:15]3)[cH:6][cH:7]1.[Cl:33][CH:34]([Cl:35])[Cl:36].[O:17]=[C:18]1[N:19]([C:28]([O:29][CH2:30][CH3:31])=[O:32])[C:20](=[O:27])[c:21]2[cH:22][cH:23][cH:24][cH:25][c:26]21>>[Br:1][c:2]1[cH:3][cH:4][c:5]([C:8]2([N:16]3[C:18](=[O:17])[c:26]4[c:21]([cH:22][cH:23][cH:24][cH:25]4)[C:20]3=[O:27])[CH2:9][C:10]3([CH2:11]2)[O:12][CH2:13][CH2:14][O:15]3)[cH:6][cH:7]1. The reactants are OC=1N=NC2=C(N1)C=CC=C2 (3-hydroxy-1,2,4-benzotriazine), CC=1C(CN=NN1)=S (6-methyl-1,2,3-triazine-5-(4H)-thione), CC=1C(CN=NN1)=O (6-methyl-1,2,3-triazine-5-(4H)-one). Yields the product SC=1N=NC2=C(N1)C=CC=C2 (3-Mercapto-1,2,4-benzotriazine). Reaction SMILES: O[C:2]1[N:3]=[N:4][C:5]2[CH:11]=[CH:10][CH:9]=[CH:8][C:6]=2[N:7]=1.CC1C(=[S:19])CN=NN=1.CC1C(=O)CN=NN=1>>[SH:19][C:2]1[N:3]=[N:4][C:5]2[CH:11]=[CH:10][CH:9]=[CH:8][C:6]=2[N:7]=1. Reported procedure: 3-Mercapto-1,2,4-benzotriazine was prepared from 3-hydroxy-1,2,4-benzotriazine and 6-methyl-1,2,3-triazine-5-(4H)-thione from 6-methyl-1,2,3-triazine-5-(4H)-one following essentially the above procedure.